This data is from the Open Reaction Database (ORD), a public repository of structured organic reaction records. The task is: describe an organic reaction: reactants, conditions, products, and yield Isolated yield 60.6%. Reported procedure: A mixture of compound 34C (0.135 g, 0.2 mmol), 4-(hydroxymethyl)phenylboronic acid (0.033 g, 0.22 mmol), Pd(PPh3)4 (0.012 g, 0.01 mmol) and CsF (0.091 g, 0.6 mmol) in the DME (2 mL) and MeOH (1 mL) were heated under microwave conditions (110° C., 20 minutes). The reaction mixture was concentrated, and partitioned between water and EtOAc. The aqueous layer was extracted with additional EtOAc. The combined organic layers were washed with brine, dried (MgSO4), filtered, and concentrated under reduc... Run at temperature 110 celsius. As a reaction SMILES: [S:1]1[C:5]2[CH:6]=[CH:7][CH:8]=[CH:9][C:4]=2[N:3]=[C:2]1[N:10]([CH2:34][O:35][CH2:36][CH2:37][Si:38]([CH3:41])([CH3:40])[CH3:39])[C:11]([C:13]1[CH:14]=[CH:15][CH:16]=[C:17]2[C:22]=1[CH2:21][N:20]([C:23]1[S:24][C:25](Br)=[C:26]([C:28]([O:30][CH2:31][CH3:32])=[O:29])[N:27]=1)[CH2:19][CH2:18]2)=[O:12].[OH:42][CH2:43][C:44]1[CH:49]=[CH:48][C:47](B(O)O)=[CH:46][CH:45]=1.[F-].[Cs+]>COCCOC.CO.C1C=CC([P]([Pd]([P](C2C=CC=CC=2)(C2C=CC=CC=2)C2C=CC=CC=2)([P](C2C=CC=CC=2)(C2C=CC=CC=2)C2C=CC=CC=2)[P](C2C=CC=CC=2)(C2C=CC=CC=2)C2C=CC=CC=2)(C2C=CC=CC=2)C2C=CC=CC=2)=CC=1>[S:1]1[C:5]2[CH:6]=[CH:7][CH:8]=[CH:9][C:4]=2[N:3]=[C:2]1[N:10]([CH2:34][O:35][CH2:36][CH2:37][Si:38]([CH3:41])([CH3:40])[CH3:39])[C:11]([C:13]1[CH:14]=[CH:15][CH:16]=[C:17]2[C:22]=1[CH2:21][N:20]([C:23]1[S:24][C:25]([C:47]3[CH:48]=[CH:49][C:44]([CH2:43][OH:42])=[CH:45][CH:46]=3)=[C:26]([C:28]([O:30][CH2:31][CH3:32])=[O:29])[N:27]=1)[CH2:19][CH2:18]2)=[O:12] |f:2.3,^1:66,68,87,106|. The reagents and catalysts are C=1C=CC(=CC1)[P](C=2C=CC=CC2)(C=3C=CC=CC3)[Pd]([P](C=4C=CC=CC4)(C=5C=CC=CC5)C=6C=CC=CC6)([P](C=7C=CC=CC7)(C=8C=CC=CC8)C=9C=CC=CC9)[P](C=1C=CC=CC1)(C=1C=CC=CC1)C=1C=CC=CC1 (Pd(PPh3)4). Product: S1C(=NC2=C1C=CC=C2)N(C(=O)C=2C=CC=C1CCN(CC21)C=2SC(=C(N2)C(=O)OCC)C2=CC=C(C=C2)CO)COCC[Si](C)(C)C (ethyl 2-(8-(benzo[d]thiazol-2-yl((2-(trimethylsilyl)ethoxy)methyl)carbamoyl)-3,4-dihydroisoquinolin-2(1H)-yl)-5-(4-(hydroxymethyl)phenyl)thiazole-4-carboxylate). Reactants: S1C(=NC2=C1C=CC=C2)N(C(=O)C=2C=CC=C1CCN(CC21)C=2SC(=C(N2)C(=O)OCC)Br)COCC[Si](C)(C)C (ethyl 2-(8-(benzo[d]thiazol-2-yl((2-(trimethylsilyl)ethoxy)methyl)carbamoyl)-3,4-dihydroisoquinolin-2(1H)-yl)-5-bromothiazole-4-carboxylate), OCC1=CC=C(C=C1)B(O)O (4-(hydroxymethyl)phenylboronic acid), [F-].[Cs+] (CsF). The solvent is COCCOC (DME), CO (MeOH). Reactants: NC1=C(C(=NC=N1)N[C@@H](C)C1=NN2C(C(N1C1=CC=CC=C1)=O)=C(C=C2)C)Br ((S)-2-(1-((6-Amino-5-bromopyrimidin-4-yl)amino)ethyl)-5-methyl-3-phenylpyrrolo[2,1-f][1,2,4]triazin-4(3H)-one), FC1=CC=C(C=C1)S(=O)(=O)NC1=CC(=CC(=C1)B1OC(C(O1)(C)C)(C)C)O (4-fluoro-N-(3-hydroxy-5-(4,4,5,5-tetramethyl-1,3,2-dioxaborolan-2-yl)phenyl)benzenesulfonamide), C([O-])([O-])=O.[Cs+].[Cs+] (cesium carbonate). Product: NC1=NC=NC(=C1C=1C=C(C=C(C1)O)NS(=O)(=O)C1=CC=C(C=C1)F)N[C@@H](C)C1=NN2C(C(N1C1=CC=CC=C1)=O)=C(C=C2)C ((S)—N-(3-(4-Amino-6-((1-(5-methyl-4-oxo-3-phenyl-3,4-dihydropyrrolo[2,1-f][1,2,4]triazin-2-yl)ethyl)amino)pyrimidin-5-yl)-5-hydroxyphenyl)-4-fluorobenzenesulfonamide). Yield: 60.9%. Reaction SMILES: [NH2:1][C:2]1[N:7]=[CH:6][N:5]=[C:4]([NH:8][C@H:9]([C:11]2[N:16]([C:17]3[CH:22]=[CH:21][CH:20]=[CH:19][CH:18]=3)[C:15](=[O:23])[C:14]3=[C:24]([CH3:27])[CH:25]=[CH:26][N:13]3[N:12]=2)[CH3:10])[C:3]=1Br.[F:29][C:30]1[CH:35]=[CH:34][C:33]([S:36]([NH:39][C:40]2[CH:45]=[C:44](B3OC(C)(C)C(C)(C)O3)[CH:43]=[C:42]([OH:55])[CH:41]=2)(=[O:38])=[O:37])=[CH:32][CH:31]=1.C(=O)([O-])[O-].[Cs+].[Cs+]>>[NH2:1][C:2]1[C:3]([C:44]2[CH:45]=[C:40]([NH:39][S:36]([C:33]3[CH:34]=[CH:35][C:30]([F:29])=[CH:31][CH:32]=3)(=[O:38])=[O:37])[CH:41]=[C:42]([OH:55])[CH:43]=2)=[C:4]([NH:8][C@H:9]([C:11]2[N:16]([C:17]3[CH:22]=[CH:21][CH:20]=[CH:19][CH:18]=3)[C:15](=[O:23])[C:14]3=[C:24]([CH3:27])[CH:25]=[CH:26][N:13]3[N:12]=2)[CH3:10])[N:5]=[CH:6][N:7]=1 |f:2.3.4|. Procedure: (S)-2-(1-((6-Amino-5-bromopyrimidin-4-yl)amino)ethyl)-5-methyl-3-phenylpyrrolo[2,1-f][1,2,4]triazin-4(3H)-one (50 mg, 0.11 mmol) was treated with 4-fluoro-N-(3-hydroxy-5-(4,4,5,5-tetramethyl-1,3,2-dioxaborolan-2-yl)phenyl)benzenesulfonamide (69 mg, 0.18 mmol), cesium carbonate (2M, 180 μl, 0.36 mmol) and 1,1′-bis(diphenylphosphino)ferrocene-palladium(II)dichloride dichloromethane complex (10 mg, 0.01 mmol) according to the method described in Example 3 to give 42 mg (56% yield) of the title comp... Starting materials: Grignard reagent, BrC1=CC(=CC=C1)F (1-bromo-3-fluoro-benzene), Mg, Grignard reagent, CON(C(=O)[C@H]1CN(CCC1)C(=O)OC(C)(C)C)C ((R)-tert-butyl 3-(methoxy(methyl)carbamoyl)piperidine-1-carboxylate). The solvent is C1CCOC1 (THF), C1CCOC1 (THF). Reaction conditions: temperature 55 celsius, time 1 hour. Yields the product FC=1C=C(C(=O)[C@H]2CN(CCC2)C(=O)OC(C)(C)C)C=CC1 ((R)-tert-butyl 3-(3-fluorobenzoyl)piperidine-1-carboxylate). The yield is 99.8%. RXN SMILES: Br[C:2]1[CH:7]=[CH:6][CH:5]=[C:4]([F:8])[CH:3]=1.CON(C)[C:12]([C@@H:14]1[CH2:19][CH2:18][CH2:17][N:16]([C:20]([O:22][C:23]([CH3:26])([CH3:25])[CH3:24])=[O:21])[CH2:15]1)=[O:13]>C1COCC1>[F:8][C:4]1[CH:3]=[C:2]([CH:7]=[CH:6][CH:5]=1)[C:12]([C@@H:14]1[CH2:19][CH2:18][CH2:17][N:16]([C:20]([O:22][C:23]([CH3:26])([CH3:25])[CH3:24])=[O:21])[CH2:15]1)=[O:13]. Reported procedure: A solution of 1-bromo-3-fluoro-benzene (57.7 g, 0.33 mol) in anhydrous THF (480 mL) was added dropwise to Mg (10.6 g, 0.44 mol) at rt under nitrogen. The mixture was stirred at 50-60° C. for 1 hr. The resulting Grignard reagent was used for the next step. The Grignard reagent was added dropwise to a solution of (R)-tert-butyl 3-(methoxy(methyl)carbamoyl)piperidine-1-carboxylate (60 g, 0.22 mol) in anhydrous THF (600 mL) at −78° C. under nitrogen. After addition, the mixture was allowed to stir a... Starting materials: C(C(=O)Cl)(=O)Cl (oxalyl chloride), ClC1=C(C(=O)O)C=C(C=N1)C(F)(F)F (2-chloro-5-(trifluoromethyl)nicotinic acid), CN(C)C=O (DMF). Solvent: C(Cl)Cl (DCM). The product is ClC1=C(C(=O)Cl)C=C(C=N1)C(F)(F)F (2-chloro-5-(trifluoromethyl)nicotinoyl chloride). Reaction SMILES: [Cl:1][C:2]1[N:10]=[CH:9][C:8]([C:11]([F:14])([F:13])[F:12])=[CH:7][C:3]=1[C:4](O)=[O:5].C(Cl)(=O)C([Cl:18])=O.CN(C=O)C>C(Cl)Cl>[Cl:1][C:2]1[N:10]=[CH:9][C:8]([C:11]([F:14])([F:13])[F:12])=[CH:7][C:3]=1[C:4]([Cl:18])=[O:5]. Procedure details: To a suspension of 2-chloro-5-(trifluoromethyl)nicotinic acid (1.147 g, 4.83 mmol) in DCM (20 mL) was added oxalyl chloride (630 L, 7.35 mmol) dropwise with stirring. A single drop of DMF was added and the reaction mixture was stirred 40° C. for 1 hour. Concentration of the reaction mixture in vacuo resulted in the title compound as a brown oil. Starting materials: CCCCCCCCCC(=O)O, [Ca+2], [OH-], [OH-], OCC(O)C(O)C(O)CO, O=P(O)(O)O. Product: CCCCCCCCCC(=O)OC(CO)C(O)C(O)CO. As a reaction SMILES: [CH3:11][CH2:12][CH2:13][CH2:14][CH2:15][CH2:16][CH2:17][CH2:18][CH2:19][C:20]([OH:21])=[O:22].[Ca+2:29].[OH-:28].[OH-:30].[OH:1][CH2:2][CH:3]([OH:4])[CH:5]([OH:6])[CH:7]([OH:8])[CH2:9][OH:10].[P:23](=[O:24])([OH:25])([OH:26])[OH:27]>>[OH:1][CH2:2][CH:3]([O:4][C:20]([CH2:19][CH2:18][CH2:17][CH2:16][CH2:15][CH2:14][CH2:13][CH2:12][CH3:11])=[O:21])[CH:5]([OH:6])[CH:7]([OH:8])[CH2:9][OH:10]. Starting materials: C1CCOC1, CCO, CCCOc1cc2c(cc1C(C)=C(F)C=CC(C)=CC(=O)OCC)C(C(C)C)=CC(C)(C)O2, [Na+], [OH-]. Yields the product CCCOc1cc2c(cc1C(C)=C(F)C=CC(C)=CC(=O)O)C(C(C)C)=CC(C)(C)O2. As a reaction SMILES: [CH2:39]1[O:40][CH2:41][CH2:42][CH2:43]1.[CH3:36][CH2:37][OH:38].[F:1][C:2]([CH:3]=[CH:4][C:5](=[CH:6][C:7](=[O:8])[O:9][CH2:10][CH3:11])[CH3:12])=[C:13]([CH3:14])[c:15]1[cH:16][c:17]2[c:22]([cH:23][c:24]1[O:25][CH2:26][CH2:27][CH3:28])[O:21][C:20]([CH3:29])([CH3:30])[CH:19]=[C:18]2[CH:31]([CH3:32])[CH3:33].[Na+:35].[OH-:34]>>[F:1][C:2]([CH:3]=[CH:4][C:5](=[CH:6][C:7](=[O:8])[OH:9])[CH3:12])=[C:13]([CH3:14])[c:15]1[cH:16][c:17]2[c:22]([cH:23][c:24]1[O:25][CH2:26][CH2:27][CH3:28])[O:21][C:20]([CH3:29])([CH3:30])[CH:19]=[C:18]2[CH:31]([CH3:32])[CH3:33]. Yields the product COc1ccc(-n2nc(C(=O)O)c3c2C(=O)N(c2ccc(-n4ccccc4=O)cc2)CC3)cc1. Reactants: C1CCOC1, CCOC(=O)c1nn(-c2ccc(OC)cc2)c2c1CCN(c1ccc(-n3ccccc3=O)cc1)C2=O, Cl, [Li+], [OH-], O. RXN SMILES: [CH2:39]1[O:40][CH2:41][CH2:42][CH2:43]1.[CH3:1][O:2][c:3]1[cH:4][cH:5][c:6](-[n:9]2[n:10][c:11]([C:32](=[O:33])[O:34][CH2:35][CH3:36])[c:12]3[c:13]2[C:14](=[O:31])[N:15]([c:18]2[cH:19][cH:20][c:21](-[n:24]4[c:25](=[O:30])[cH:26][cH:27][cH:28][cH:29]4)[cH:22][cH:23]2)[CH2:16][CH2:17]3)[cH:7][cH:8]1.[ClH:44].[Li+:37].[OH-:38].[OH2:45]>>[CH3:1][O:2][c:3]1[cH:4][cH:5][c:6](-[n:9]2[n:10][c:11]([C:32](=[O:33])[OH:34])[c:12]3[c:13]2[C:14](=[O:31])[N:15]([c:18]2[cH:19][cH:20][c:21](-[n:24]4[c:25](=[O:30])[cH:26][cH:27][cH:28][cH:29]4)[cH:22][cH:23]2)[CH2:16][CH2:17]3)[cH:7][cH:8]1.